From a dataset of the Open Reaction Database (ORD), a public repository of structured organic reaction records. describe an organic reaction: reactants, conditions, products, and yield Reactants: BrC1=CC=2N(C=C1)C(=CN2)C=2C=C(C(=NC2)Cl)NS(=O)(=O)N(C)C (N-(5-(7-bromoimidazo[1,2-a]pyridin-3-yl)-2-chloropyridin-3-yl)dimethylaminosulfonamide), CC1(OB(OC1(C)C)C=1C=NC=CC1)C (3-(4,4,5,5-tetramethyl-1,3,2-dioxaborolan-2-yl)pyridine), dichloride palladium(II), C([O-])([O-])=O.[Na+].[Na+] (sodium carbonate). Reagents/catalysts: C1(=CC=CC=C1)P([C-]1C=CC=C1)C1=CC=CC=C1.[C-]1(C=CC=C1)P(C1=CC=CC=C1)C1=CC=CC=C1.[Fe+2] (1,1′-bis(diphenylphosphino)ferrocene). Solvent: O1CCOCC1 (dioxane). Run at temperature 110 celsius. Product: ClC1=NC=C(C=C1NS(=O)(=O)N(C)C)C1=CN=C2N1C=CC(=C2)C=2C=NC=CC2 (N′-(2-Chloro-5-(7-(3-pyridinyl)imidazo[1,2-a]pyridin-3-yl)-3-pyridinyl)-N,N-dimethylsulfamide). The yield is 51.7%. RXN SMILES: Br[C:2]1[CH:7]=[CH:6][N:5]2[C:8]([C:11]3[CH:12]=[C:13]([NH:18][S:19]([N:22]([CH3:24])[CH3:23])(=[O:21])=[O:20])[C:14]([Cl:17])=[N:15][CH:16]=3)=[CH:9][N:10]=[C:4]2[CH:3]=1.CC1(C)C(C)(C)OB([C:33]2[CH:34]=[N:35][CH:36]=[CH:37][CH:38]=2)O1.C(=O)([O-])[O-].[Na+].[Na+]>C1(P(C2C=CC=CC=2)[C-]2C=CC=C2)C=CC=CC=1.[C-]1(P(C2C=CC=CC=2)C2C=CC=CC=2)C=CC=C1.[Fe+2].O1CCOCC1>[Cl:17][C:14]1[C:13]([NH:18][S:19]([N:22]([CH3:24])[CH3:23])(=[O:21])=[O:20])=[CH:12][C:11]([C:8]2[N:5]3[CH:6]=[CH:7][C:2]([C:33]4[CH:34]=[N:35][CH:36]=[CH:37][CH:38]=4)=[CH:3][C:4]3=[N:10][CH:9]=2)=[CH:16][N:15]=1 |f:2.3.4,5.6.7|. Reported procedure: To a 5 mL microwave tube was added N-(5-(7-bromoimidazo[1,2-a]pyridin-3-yl)-2-chloropyridin-3-yl)dimethylaminosulfonamide (0.107 g, 0.248 mmol), 3-(4,4,5,5-tetramethyl-1,3,2-dioxaborolan-2-yl)pyridine (0.061 g, 0.298 mmol), 1,1′-bis(diphenylphosphino)ferrocene]dichloride palladium(II) (0.018 g, 0.025 mmol), sodium carbonate (0.311 mL, 0.621 mmol), and dioxane (3 mL). The resulting mixture was sealed and heated in a microwave at 110° C. for 20 min. Solvent was removed and the residue was partitio... Reactants: OC1=CC=C(CC2C(NC(S2)=O)=O)C=C1 (5-(4-hydroxybenzyl)thiazolidine-2,4-dione), [H-].[Na+] (sodium hydride), ClCC1=NC=2C(=NC(=CC2)SC2=CC(=C(C(=C2)C)[N+](=O)[O-])C)N1C (2-chloromethyl-5-(3,5-dimethyl-4-nitrophenylthio)-3-methyl-3H-imidazo[4,5-b]pyridine). The solvent is CN(C=O)C (N,N-dimethylformamide), CN(C=O)C (N,N-dimethylformamide). Conditions: time 20 minute. The product is CC=1C=C(C=C(C1[N+](=O)[O-])C)SC1=CC=C2C(=N1)N(C(=N2)COC2=CC=C(CC1C(NC(S1)=O)=O)C=C2)C (5-[4-[5-(3,5-Dimethyl-4-nitrophenylthio)-3-methyl-3H-imidazo[4,5-b]pyridin-2-ylmethoxy]benzyl]thiazolidine-2,4-dione). Reaction SMILES: [H-].[Na+].[OH:3][C:4]1[CH:17]=[CH:16][C:7]([CH2:8][CH:9]2[S:13][C:12](=[O:14])[NH:11][C:10]2=[O:15])=[CH:6][CH:5]=1.Cl[CH2:19][C:20]1[N:40]([CH3:41])[C:23]2=[N:24][C:25]([S:28][C:29]3[CH:34]=[C:33]([CH3:35])[C:32]([N+:36]([O-:38])=[O:37])=[C:31]([CH3:39])[CH:30]=3)=[CH:26][CH:27]=[C:22]2[N:21]=1>CN(C)C=O>[CH3:39][C:31]1[CH:30]=[C:29]([S:28][C:25]2[N:24]=[C:23]3[N:40]([CH3:41])[C:20]([CH2:19][O:3][C:4]4[CH:17]=[CH:16][C:7]([CH2:8][CH:9]5[S:13][C:12](=[O:14])[NH:11][C:10]5=[O:15])=[CH:6][CH:5]=4)=[N:21][C:22]3=[CH:27][CH:26]=2)[CH:34]=[C:33]([CH3:35])[C:32]=1[N+:36]([O-:38])=[O:37] |f:0.1|. Procedure details: To a suspension of sodium hydride (0.12 g, 55% w/w) in N,N-dimethylformamide (6 ml) was added 5-(4-hydroxybenzyl)thiazolidine-2,4-dione (0.31 g). The mixture was stirred at room temperature for 20 minutes. To the reaction mixture was added dropwise a solution of 2-chloromethyl-5-(3,5-dimethyl-4-nitrophenylthio)-3-methyl-3H-imidazo[4,5-b]pyridine (0.51 g) in anyhdrous N,N-dimethylformamide (14 ml). The mixture was stirred at room temperature for 15 hours. The reaction mixture was concentrated and... Reactants: Br, CC(=O)O, CCC(CC)CC1(C(=O)OC(C)C)CCCCC1, ClCCl, [I-], [Na+]. Yields the product CCC(CC)CC1(C(=O)O)CCCCC1. As a reaction SMILES: [BrH:21].[C:22]([OH:23])(=[O:24])[CH3:25].[CH:1]([CH3:2])([CH3:3])[O:4][C:5](=[O:6])[C:7]1([CH2:13][CH:14]([CH2:15][CH3:16])[CH2:17][CH3:18])[CH2:8][CH2:9][CH2:10][CH2:11][CH2:12]1.[Cl:26][CH2:27][Cl:28].[I-:20].[Na+:19]>>[O:4]=[C:5]([OH:6])[C:7]1([CH2:13][CH:14]([CH2:15][CH3:16])[CH2:17][CH3:18])[CH2:8][CH2:9][CH2:10][CH2:11][CH2:12]1. Starting materials: [Na] (sodium), SC=1NC2=C(C=NC=C2)N1 (2-mercapto-1H-imidazo[4,5-c]pyridine), ClC1=C(CCl)C(=CC=C1)F (2-chloro-6-fluorobenzyl chloride), O (water). The solvent is C(C)O (ethanol), CN(C)C=O (DMF). Reaction conditions: time 25 minute. The product is ClC1=C(C(=CC=C1)F)CSC=1NC2=C(C=NC=C2)N1 (2-[[(2-Chloro-6-fluorophenyl)methyl]thio]-1H-imidazo[4,5-c]pyridine). RXN SMILES: [Na].[SH:2][C:3]1[NH:4][C:5]2[CH:10]=[CH:9][N:8]=[CH:7][C:6]=2[N:11]=1.[Cl:12][C:13]1[CH:20]=[CH:19][CH:18]=[C:17]([F:21])[C:14]=1[CH2:15]Cl.O>C(O)C.CN(C=O)C>[Cl:12][C:13]1[CH:20]=[CH:19][CH:18]=[C:17]([F:21])[C:14]=1[CH2:15][S:2][C:3]1[NH:4][C:5]2[CH:10]=[CH:9][N:8]=[CH:7][C:6]=2[N:11]=1 |^1:0|. Procedure: To a solution of 0.34 g (0.015 g atom) of sodium in 70 mL of ethanol was added 2.0 g (0.013 mol) of 2-mercapto-1H-imidazo[4,5-c]pyridine. After stirring at room temperature for 25 minutes, the reaction mixture was evaporated to dryness in a rotary evaporator. To the residue was added 40 mL of DMF. To the resulting solution was added dropwise 2.33 g (0.013 mol) of 2-chloro-6-fluorobenzyl chloride in 3 mL of DMF. The reaction mixture was stirred overnight at room temperature and was then poured in...